Dataset: the Open Reaction Database (ORD), a public repository of structured organic reaction records. Task: describe an organic reaction: reactants, conditions, products, and yield The reactants are CN(C)CN(C)C (N,N,N',N'-tetramethyldiaminomethane), CN(C)CC1=CNC2=CC=C(C=C12)OC1=CC(=CC=C1)C(F)(F)F (3-(N,N-dimethylaminomethyl)-5-(3-trifluoromethylphenoxy)indole), C(C)(=O)Cl (acetyl chloride), FC(C=1C=C(OC=2C=C3C=CNC3=CC2)C=CC1)(F)F (5-(3-trifluoromethylphenoxy) indole), [C-]#N.[K+] (potassium cyanide), CI (methyl iodide). Solvent: C(Cl)Cl (CH2Cl2), C(Cl)Cl (CH2Cl2), CN(C)C=O (DMF). The product is C(#N)CC1=CNC2=CC=C(C=C12)OC1=CC(=CC=C1)C(F)(F)F (3-cyanomethyl-5-(3-trifluoromethylphenoxy)indole). Isolated yield 0.0%. RXN SMILES: CN(CN(C)C)C.C(Cl)(=O)C.[F:12][C:13]([F:31])([F:30])[C:14]1[CH:15]=[C:16]([CH:27]=[CH:28][CH:29]=1)[O:17][C:18]1[CH:19]=[C:20]2[C:24](=[CH:25][CH:26]=1)[NH:23][CH:22]=[CH:21]2.C[N:33]([CH2:35][C:36]1C2C(=CC=C(OC3C=CC=C(C(F)(F)F)C=3)C=2)NC=1)C.[C-]#N.[K+].CI>C(Cl)Cl.CN(C=O)C>[C:35]([CH2:36][C:21]1[C:20]2[C:24](=[CH:25][CH:26]=[C:18]([O:17][C:16]3[CH:27]=[CH:28][CH:29]=[C:14]([C:13]([F:12])([F:30])[F:31])[CH:15]=3)[CH:19]=2)[NH:23][CH:22]=1)#[N:33] |f:4.5|. Procedure details: Treatment of a cooled solution of N,N,N',N'-tetramethyldiaminomethane (0.26 g, 0.34 mL, 2.50 mmol) in CH2Cl2 (7.3 mL) with acetyl chloride (0.20 g, 0.18 mL, 2.53 mmol) followed by a solution of 5-(3-trifluoromethylphenoxy) indole (0.50 g, 1.79 mmol) in CH2Cl2 (6.2 mL), gave after work-up: 3-(N,N-dimethylaminomethyl)-5-(3-trifluoromethylphenoxy)indole as a gum. This was treated with finely ground potassium cyanide (0.45 g, 6.9 mmol) and methyl iodide (1.03 g, 0.45 mL, 7.26 mmol) in DMF (9 mL) for...